From a dataset of the Open Reaction Database (ORD), a public repository of structured organic reaction records. describe an organic reaction: reactants, conditions, products, and yield Reactants: CO, Cc1ccc2c(O)c([N+](=O)[O-])cnc2c1, CC#N, [H][H], [NH4+], [OH-]. The product is Cc1ccc2c(O)c(N)cnc2c1. RXN SMILES: [CH3:16][OH:17].[CH3:1][c:2]1[cH:3][cH:4][c:5]2[c:6]([OH:15])[c:7]([N+:12]([O-:13])=[O:14])[cH:8][n:9][c:10]2[cH:11]1.[CH3:22][C:23]#[N:24].[H:20][H:21].[NH4+:18].[OH-:19]>>[CH3:1][c:2]1[cH:3][cH:4][c:5]2[c:6]([OH:15])[c:7]([NH2:12])[cH:8][n:9][c:10]2[cH:11]1. The reactants are C([O-])([O-])=O.[Na+].[Na+] (sodium carbonate), CN1C(CCC1)=O (N-methyl-2-pyrrolidinone), C1(=CC=CC=C1)COC=1C=C2C=CN(C2=CC1)N (5-(phenylmethoxy)-1H-indole-1-amine), Cl.ClC1=CC=NC=C1 (4-chloropyridine hydrochloride). The solvent is O (water). Conditions: temperature 80 celsius, time 3 hour. Product: C1(=CC=CC=C1)COC=1C=C2C=CN(C2=CC1)NC1=CC=NC=C1 (5-Phenylmethoxy-1-(4-pyridinylamino)-1H-indole). As a reaction SMILES: [CH3:1][N:2]1[CH2:6][CH2:5][CH2:4][C:3]1=O.[C:8]1([CH2:14][O:15][C:16]2[CH:17]=[C:18]3[C:22](=[CH:23][CH:24]=2)[N:21]([NH2:25])[CH:20]=[CH:19]3)[CH:13]=[CH:12][CH:11]=[CH:10][CH:9]=1.Cl.ClC1C=CN=CC=1.C(=O)([O-])[O-].[Na+].[Na+]>O>[C:8]1([CH2:14][O:15][C:16]2[CH:17]=[C:18]3[C:22](=[CH:23][CH:24]=2)[N:21]([NH:25][C:5]2[CH:6]=[CH:1][N:2]=[CH:3][CH:4]=2)[CH:20]=[CH:19]3)[CH:9]=[CH:10][CH:11]=[CH:12][CH:13]=1 |f:2.3,4.5.6|. Procedure: To 250 ml of N-methyl-2-pyrrolidinone was added 5-(phenylmethoxy)-1H-indole-1-amine (29.7 g) and the solution was heated to 80° C. Then 4-chloropyridine hydrochloride (20.55 g) was added portionwise and the mixture was stirred for three hours, cooled, poured into water, basified with aqueous sodium carbonate and extracted with toluene. The organic/aqueous mixture was filtered to yield a solid (39 g), which was triturated with ether to yield a solid (27 g). Of this material, 3.0 g was eluted with... Starting materials: Cc1cc(CCCCCBr)no1, O=C([O-])[O-], CC#N, [I-], [K+], [K+], [K+], N#Cc1ccc(O)cc1. Product: Cc1cc(CCCCCOc2ccc(C#N)cc2)no1. As a reaction SMILES: [Br:10][CH2:11][CH2:12][CH2:13][CH2:14][CH2:15][c:16]1[n:17][o:18][c:19]([CH3:21])[cH:20]1.[C:22](=[O:23])([O-:24])[O-:25].[CH3:30][C:31]#[N:32].[I-:29].[K+:26].[K+:27].[K+:28].[OH:1][c:2]1[cH:3][cH:4][c:5]([C:8]#[N:9])[cH:6][cH:7]1>>[O:1]([c:2]1[cH:3][cH:4][c:5]([C:8]#[N:9])[cH:6][cH:7]1)[CH2:11][CH2:12][CH2:13][CH2:14][CH2:15][c:16]1[n:17][o:18][c:19]([CH3:21])[cH:20]1. Reactants: [BH4-], CCC(=O)C1CC(N(CC(C)C)C(=O)c2nc3ccccc3n2CCCCOC)CN(C(=O)OC(C)(C)C)C1, CCO, [Na+]. The product is CCC(O)C1CC(N(CC(C)C)C(=O)c2nc3ccccc3n2CCCCOC)CN(C(=O)OC(C)(C)C)C1. Reaction SMILES: [BH4-:40].[CH3:1][O:2][CH2:3][CH2:4][CH2:5][CH2:6][n:7]1[c:8]([C:16](=[O:17])[N:18]([CH:19]2[CH2:20][N:21]([C:29](=[O:30])[O:31][C:32]([CH3:33])([CH3:34])[CH3:35])[CH2:22][CH:23]([C:25]([CH2:26][CH3:27])=[O:28])[CH2:24]2)[CH2:36][CH:37]([CH3:38])[CH3:39])[n:9][c:10]2[c:11]1[cH:12][cH:13][cH:14][cH:15]2.[CH3:42][CH2:43][OH:44].[Na+:41]>>[CH3:1][O:2][CH2:3][CH2:4][CH2:5][CH2:6][n:7]1[c:8]([C:16](=[O:17])[N:18]([CH:19]2[CH2:20][N:21]([C:29](=[O:30])[O:31][C:32]([CH3:33])([CH3:34])[CH3:35])[CH2:22][CH:23]([CH:25]([CH2:26][CH3:27])[OH:28])[CH2:24]2)[CH2:36][CH:37]([CH3:38])[CH3:39])[n:9][c:10]2[c:11]1[cH:12][cH:13][cH:14][cH:15]2. Reactants: CC1(C)OB(c2ccc(C3(C#N)CC3)cc2)OC1(C)C, Cc1noc(-c2ccc(Br)cc2)c1NC(=O)OC(C)c1ccccc1. Yields the product Cc1noc(-c2ccc(-c3ccc(C4(C#N)CC4)cc3)cc2)c1NC(=O)OC(C)c1ccccc1. Reaction SMILES: [CH3:26][C:27]1([CH3:28])[C:29]([CH3:30])([CH3:31])[O:32][B:33]([c:34]2[cH:35][cH:36][c:37]([C:40]3([C:43]#[N:44])[CH2:41][CH2:42]3)[cH:38][cH:39]2)[O:45]1.[c:1]1([CH:7]([CH3:8])[O:9][C:10]([NH:11][c:12]2[c:13]([CH3:24])[n:14][o:15][c:16]2-[c:17]2[cH:18][cH:19][c:20]([Br:23])[cH:21][cH:22]2)=[O:25])[cH:2][cH:3][cH:4][cH:5][cH:6]1>>[c:1]1([CH:7]([CH3:8])[O:9][C:10]([NH:11][c:12]2[c:13]([CH3:24])[n:14][o:15][c:16]2-[c:17]2[cH:18][cH:19][c:20](-[c:34]3[cH:35][cH:36][c:37]([C:40]4([C:43]#[N:44])[CH2:41][CH2:42]4)[cH:38][cH:39]3)[cH:21][cH:22]2)=[O:25])[cH:2][cH:3][cH:4][cH:5][cH:6]1. Reactants: BrBr (bromine), ClC1=CC=C(OCC(C(CF)(C)C)=O)C=C1 (1-(4-chlorophenoxy)-3,3-dimethyl-4-fluoro-butan-2-one), O (water). The solvent is C(Cl)Cl (methylene chloride). The product is BrC(C(C(CF)(C)C)=O)OC1=CC=C(C=C1)Cl (1-bromo-1-(4-chlorophenoxy)-3,3-dimethyl-4-fluoro-butan-2-one). Isolated yield 78.3%. As a reaction SMILES: [Cl:1][C:2]1[CH:16]=[CH:15][C:5]([O:6][CH2:7][C:8](=[O:14])[C:9]([CH3:13])([CH3:12])[CH2:10][F:11])=[CH:4][CH:3]=1.[Br:17]Br.O>C(Cl)Cl>[Br:17][CH:7]([O:6][C:5]1[CH:4]=[CH:3][C:2]([Cl:1])=[CH:16][CH:15]=1)[C:8](=[O:14])[C:9]([CH3:12])([CH3:13])[CH2:10][F:11]. Reported procedure: 175 g (0.71 mol) of 1-(4-chlorophenoxy)-3,3-dimethyl-4-fluoro-butan-2-one were dissolved in 500 ml of methylene chloride, and 114 g (0.71 mol) of bromine were added dropwise at 20° to 30° C., while stirring and cooling. The mixture was subsequently stirred at 20° C. for 2 hours, 200 ml of water were added carefully and the methylene chloride phase was washed several times with ice-water and dried over sodium sulphate. After distilling off the solvent in vacuo, the residue was recrystallized from... The reactants are COCCOC, CN(C)C=O, OC1CNC1, [Na+], [OH-], O, O=S(Cl)Cl, O=C(O)CCOCCc1ccc2sccc2c1. Yields the product O=C(CCOCCc1ccc2sccc2c1)N1CC(O)C1. As a reaction SMILES: [CH3:29][O:30][CH2:31][CH2:32][O:33][CH3:34].[CH3:36][N:37]([CH3:38])[CH:39]=[O:40].[NH:24]1[CH2:25][CH:26]([OH:28])[CH2:27]1.[Na+:23].[OH-:22].[OH2:35].[S:18]([Cl:19])([Cl:20])=[O:21].[s:1]1[cH:2][cH:3][c:4]2[c:5]1[cH:6][cH:7][c:8]([CH2:10][CH2:11][O:12][CH2:13][CH2:14][C:15](=[O:16])[OH:17])[cH:9]2>>[s:1]1[cH:2][cH:3][c:4]2[c:5]1[cH:6][cH:7][c:8]([CH2:10][CH2:11][O:12][CH2:13][CH2:14][C:15](=[O:17])[N:24]1[CH2:25][CH:26]([OH:28])[CH2:27]1)[cH:9]2.